This data is from the Open Reaction Database (ORD), a public repository of structured organic reaction records. The task is: describe an organic reaction: reactants, conditions, products, and yield Run in C(C)O (ethanol). The reagents and catalysts are [Pd] (palladium on charcoal). Reaction SMILES: C(OC(=O)[NH:10][C:11]([CH3:22])([C:16]1[N:20]=[C:19]([CH3:21])[O:18][N:17]=1)[CH2:12][CH:13]1[CH2:15][CH2:14]1)C1C=CC=CC=1.[H][H]>C(O)C.[Pd]>[CH:13]1([CH2:12][C:11]([NH2:10])([CH3:22])[C:16]2[N:20]=[C:19]([CH3:21])[O:18][N:17]=2)[CH2:15][CH2:14]1. Reported procedure: To a solution of [2-Cyclopropyl-1-methyl-1-(5-methyl-[1,2,4]oxadiazol-3-yl)-ethyl]-carbamic acid benzyl ester (Example 66d, 540 mg, 1.71 mmol) in ethanol (10 ml) under argon atmosphere was added palladium on charcoal 10% (54.7 mg, 514 μmol). The reaction was stirred at room temperature under a pressure of 2.5 bar hydrogen for 2 hours. The reaction mixture was filtered through a pad celite and the filter cake was washed two times with ethanol. The filtrate was evaporated down to dryness to yield ... Isolated yield 52.6%. The reactants are C(C1=CC=CC=C1)OC(NC(CC1CC1)(C1=NOC(=N1)C)C)=O ([2-Cyclopropyl-1-methyl-1-(5-methyl-[1,2,4]oxadiazol-3-yl)-ethyl]-carbamic acid benzyl ester), [H][H] (hydrogen). Product: C1(CC1)CC(C1=NOC(=N1)C)(C)N (2-Cyclopropyl-1-methyl-1-(5-methyl-[1,2,4]oxadiazol-3-yl)-ethylamine). As a reaction SMILES: Br[C:2]1[CH:7]=[CH:6][C:5]([O:8][CH3:9])=[C:4]([CH:10]([CH3:12])[CH3:11])[CH:3]=1.C([Li])(C)(C)C.[CH3:18][C:19]1[CH:26]=[C:25]([O:27][CH3:28])[CH:24]=[C:23]([CH3:29])[C:20]=1C=O.[O:30]1CCC[CH2:31]1>CCOCC>[CH3:29][C:23]1[CH:24]=[C:25]([O:27][CH3:28])[CH:26]=[C:19]([CH3:18])[C:20]=1[O:30][CH2:31][C:2]1[CH:7]=[CH:6][C:5]([O:8][CH3:9])=[C:4]([CH:10]([CH3:12])[CH3:11])[CH:3]=1. Isolated yield 73.0%. Reaction conditions: temperature -78 celsius, time 10 minute. Product: CC=1C=C(C=C(C1OCC1=CC(=C(C=C1)OC)C(C)C)C)OC (3,5-dimethyl-4-(3'-isopropyl-4'-methoxybenzylhydroxy) anisole). The solvent is CCOCC (ether). Reactants: BrC1=CC(=C(C=C1)OC)C(C)C (4-bromo-2-isopropylanisole), C(C)(C)(C)[Li] (tert-Butyllithium), O1CCCC1 (tetrahydrofuran), CC1=C(C=O)C(=CC(=C1)OC)C (2,6-dimethyl-4-methoxybenzaldehyde). Procedure details: To 4-bromo-2-isopropylanisole (3) (12 g, 52.4 mmol) in 300 mL of tetrahydrofuran at -78° C. was added 68 mL of tert-Butyllithium (1.7M in pentane). The reaction mixture was stirred for 10 min at -78° C. and then 2,6-dimethyl-4-methoxybenzaldehyde (6) (8.6 g, 52.4 mmol) was added. The reaction mixture was stirred for 1 hour at -78° C. and for 1.5 hours at room temperature, diluted with 150 mL of ether, washed with 150 mL of water, acidified with 1N HCl, and washed with 5×50 mL of brine. The organ... The reactants are C(=O)N1CCNCC1 (N-formylpiperazine), CS(=O)(=O)Cl (Methanesulfonyl chloride), Cl (hydrochloric acid), C(=O)N1CCN(CC1)S(=O)(=O)C (1-formyl-4-methanesulfonylpiperazine). Run in C(C)N(CC)CC (triethylamine), C(Cl)Cl (methylene chloride). Run at time 18 hour. Yields the product Cl.CS(=O)(=O)N1CCNCC1 (1-methanesulfonylpiperazine.hydrochloride). RXN SMILES: CS([Cl:5])(=O)=O.C(N1CCNCC1)=O.C([N:16]1[CH2:21][CH2:20][N:19]([S:22]([CH3:25])(=[O:24])=[O:23])[CH2:18][CH2:17]1)=O.Cl>C(N(CC)CC)C.C(Cl)Cl>[ClH:5].[CH3:25][S:22]([N:19]1[CH2:20][CH2:21][NH:16][CH2:17][CH2:18]1)(=[O:24])=[O:23] |f:6.7|. Procedure: Methanesulfonyl chloride (3.65 ml) was added to a methylene chloride (50 ml) solution containing N-formylpiperazine (5.08 g) and triethylamine (6.85 ml) under ice-cooling, and the mixture was stirred at room temperature for 18 hours to undergo reaction, thereby obtaining 1-formyl-4-methanesulfonylpiperazine. This compound was acid-treated with hydrochloric acid to obtain 1-methanesulfonylpiperazine.hydrochloride. Also, 1-(phenylsulfonyl)piperazine.hydrochloride was obtained in the same manner as... The reactants are FC1=CC=C(C=C1)N(S(=O)(=O)C1=CC=C(C(=O)O)C=C1)C (4-(N-(4-fluorophenyl)-N-methylsulfamoyl)benzoic acid), N1=C(C=CC=C1)C=1N=C(SC1)N (4-(pyridin-2-yl)thiazol-2-amine). Product: FC1=CC=C(C=C1)N(S(=O)(=O)C1=CC=C(C(=O)NC=2SC=C(N2)C2=NC=CC=C2)C=C1)C (4-(N-(4-fluorophenyl)-N-methylsulfamoyl)-N-(4-(pyridin-2-yl)thiazol-2-yl)benzamide). As a reaction SMILES: [F:1][C:2]1[CH:7]=[CH:6][C:5]([N:8]([CH3:21])[S:9]([C:12]2[CH:20]=[CH:19][C:15]([C:16]([OH:18])=O)=[CH:14][CH:13]=2)(=[O:11])=[O:10])=[CH:4][CH:3]=1.[N:22]1[CH:27]=[CH:26][CH:25]=[CH:24][C:23]=1[C:28]1[N:29]=[C:30]([NH2:33])[S:31][CH:32]=1>>[F:1][C:2]1[CH:3]=[CH:4][C:5]([N:8]([CH3:21])[S:9]([C:12]2[CH:13]=[CH:14][C:15]([C:16]([NH:33][C:30]3[S:31][CH:32]=[C:28]([C:23]4[CH:24]=[CH:25][CH:26]=[CH:27][N:22]=4)[N:29]=3)=[O:18])=[CH:19][CH:20]=2)(=[O:10])=[O:11])=[CH:6][CH:7]=1. Reported procedure: 4-(N-(4-fluorophenyl)-N-methylsulfamoyl)benzoic acid (4) (100 mg, 0.32 mmol) was treated with 4-(pyridin-2-yl)thiazol-2-amine (48 mg, 0.27 mmol) using method C. The residue was purified using flash chromatography eluting with EtOAc. The resulting solid was triturated with diethyl ether to give 4-(N-(4-fluorophenyl)-N-methylsulfamoyl)-N-(4-(pyridin-2-yl)thiazol-2-yl)benzamide as a yellow solid. Yield: 34 mg (27%). 1H-NMR: 8.61 (d, J=4.5 Hz, 1H), 8.29 (d, J=8.5 Hz, 2H), 8.02 (d, J=8.5 Hz, 1H), 7.9... Starting materials: OC1=C(C=C(C=C1)OC1=CC=CC=C1)C(C)=O (1-(2-hydroxy-5-phenoxyphenyl)ethanone), O1CC(CCC1)=O (dihydro-2H-pyran-3(4H)-one), N1CCCC1 (pyrrolidine). The solvent is C1(=CC=CC=C1)C (toluene). Product: O(C1=CC=CC=C1)C=1C=C2C(CC3(COCCC3)OC2=CC1)=O (6-phenoxy-2′,4′,5′,6′-tetrahydrospiro[chroman-2,3′-pyran]-4-one). Isolated yield 51.4%. Reaction SMILES: [OH:1][C:2]1[CH:7]=[CH:6][C:5]([O:8][C:9]2[CH:14]=[CH:13][CH:12]=[CH:11][CH:10]=2)=[CH:4][C:3]=1[C:15](=[O:17])[CH3:16].[O:18]1[CH2:23][CH2:22][CH2:21][C:20](=O)[CH2:19]1.N1CCCC1>C1(C)C=CC=CC=1>[O:8]([C:5]1[CH:4]=[C:3]2[C:2](=[CH:7][CH:6]=1)[O:1][C:20]1([CH2:21][CH2:22][CH2:23][O:18][CH2:19]1)[CH2:16][C:15]2=[O:17])[C:9]1[CH:14]=[CH:13][CH:12]=[CH:11][CH:10]=1. Procedure details: To a solution of 1-(2-hydroxy-5-phenoxyphenyl)ethanone (2.0 g, 8.77 mmol) in toluene (30 mL) was added dihydro-2H-pyran-3(4H)-one (1.14 g, 11.40 mmol) and pyrrolidine (0.81 g, 11.40 mmol), and the reaction mixture was refluxed overnight. After cooling, the mixture was concentrated. The residue was washed with 1 N HCl, brine, dried and concentrated to give the crude product, which was purified by chromatography to afford 6-phenoxy-2′,4′,5′,6′-tetrahydrospiro[chroman-2,3′-pyran]-4-one (1.40 g, 52%... The reactants are CNC (dimethylamine), C=O (formaldehyde), CC1=C(N=CN1)CC1CCC=2N(C3=CC=CC=C3C2)C1=O (8,9-dihydro-7-[(5-methyl-1H-imidazol-4-yl)methyl]pyrido[1,2-a]indol-6(7H)-one). Run in C(C)(=O)O (acetic acid). Reaction conditions: time 24 hour. The product is C1=C2C=C3N(C2=CC=C1)C(CC=C3)=O (pyrido[1,2-a]indol-6(7H)-one). Yield: 87.5%. RXN SMILES: CNC.C=O.CC1NC=NC=1C[CH:13]1[C:25](=[O:26])[N:17]2[C:18]3[C:23]([CH:24]=[C:16]2[CH2:15][CH2:14]1)=[CH:22][CH:21]=[CH:20][CH:19]=3>C(O)(=O)C>[CH:22]1[CH:21]=[CH:20][CH:19]=[C:18]2[C:23]=1[CH:24]=[C:16]1[CH:15]=[CH:14][CH2:13][C:25](=[O:26])[N:17]12. Procedure details: To a mixture of aqueous 50% dimethylamine solution (0.20 ml), aqueous 35% formaldehyde solution (0.20 ml), and acetic acid (4 ml) at 15° C. was added 8,9-dihydro-7-[(5-methyl-1H-imidazol-4-yl)methyl]pyrido[1,2-a]indol-6(7H)-one (418 mg). The mixture was heated at 60°]C. for 24 hours. After evaporation of the solvent, the residue was dissolved in water, made basic with aqueous 3N sodium hydroxide solution, and extracted three times with chloroform. The chloroform layer was washed with water and b...